This data is from the Open Reaction Database (ORD), a public repository of structured organic reaction records. The task is: describe an organic reaction: reactants, conditions, products, and yield Starting materials: O=C([O-])[O-], O=C(CCCCCCBr)NOCc1ccccc1, [K+], [K+], CN(C)C=O, Oc1ccc2c(c1)[nH]c1ccccc12. The product is O=C(CCCCCCOc1ccc2c(c1)[nH]c1ccccc12)NOCc1ccccc1. Reaction SMILES: [C:33](=[O:34])([O-:35])[O-:36].[CH2:1]([c:2]1[cH:3][cH:4][cH:5][cH:6][cH:7]1)[O:8][NH:9][C:10]([CH2:11][CH2:12][CH2:13][CH2:14][CH2:15][CH2:16][Br:17])=[O:18].[K+:37].[K+:38].[O:39]=[CH:40][N:41]([CH3:42])[CH3:43].[OH:19][c:20]1[cH:21][c:22]2[nH:23][c:24]3[cH:25][cH:26][cH:27][cH:28][c:29]3[c:30]2[cH:31][cH:32]1>>[CH2:1]([c:2]1[cH:3][cH:4][cH:5][cH:6][cH:7]1)[O:8][NH:9][C:10]([CH2:11][CH2:12][CH2:13][CH2:14][CH2:15][CH2:16][O:19][c:20]1[cH:21][c:22]2[nH:23][c:24]3[cH:25][cH:26][cH:27][cH:28][c:29]3[c:30]2[cH:31][cH:32]1)=[O:18]. The reactants are N1N=CC=C1 (pyrazole), ClC=1N=C(C2=C(N1)SC(=C2)Cl)NCC2=CC1=C(C=C2)OCO1 (2,6-dichloro-4-(3,4-methylenedioxybenzylamino)-thieno-[2,3-d]-pyrimidine). Procedure details: Following the procedure of Example 97, the reaction of pyrazole with 2,6-dichloro-4-(3,4-methylenedioxybenzylamino)-thieno-[2,3-d]-pyrimidine gives 2-(pyrazol-1-yl)-6-chloro-4-(3,4-methylenedioxybenzylamino)-thieno-[2,3-d]-pyrimidine. Yields the product N1(N=CC=C1)C=1N=C(C2=C(N1)SC(=C2)Cl)NCC2=CC1=C(C=C2)OCO1 (2-(pyrazol-1-yl)-6-chloro-4-(3,4-methylenedioxybenzylamino)-thieno-[2,3-d]-pyrimidine). As a reaction SMILES: [NH:1]1[CH:5]=[CH:4][CH:3]=[N:2]1.Cl[C:7]1[N:8]=[C:9]([NH:17][CH2:18][C:19]2[CH:24]=[CH:23][C:22]3[O:25][CH2:26][O:27][C:21]=3[CH:20]=2)[C:10]2[CH:15]=[C:14]([Cl:16])[S:13][C:11]=2[N:12]=1>>[N:1]1([C:7]2[N:8]=[C:9]([NH:17][CH2:18][C:19]3[CH:24]=[CH:23][C:22]4[O:25][CH2:26][O:27][C:21]=4[CH:20]=3)[C:10]3[CH:15]=[C:14]([Cl:16])[S:13][C:11]=3[N:12]=2)[CH:5]=[CH:4][CH:3]=[N:2]1. The reactants are C1COCCO1, ClCCl, Cl, CC(C)(C)OC(=O)N1CCC(n2c(=O)[nH]c3c(F)cccc32)CC1. Yields the product Cl, O=c1[nH]c2c(F)cccc2n1C1CCNCC1. RXN SMILES: [CH2:26]1[O:27][CH2:28][CH2:29][O:30][CH2:31]1.[Cl:32][CH2:33][Cl:34].[ClH:25].[F:1][c:2]1[cH:3][cH:4][cH:5][c:6]2[n:7]([CH:12]3[CH2:13][CH2:14][N:15]([C:18]([O:19][C:20]([CH3:21])([CH3:22])[CH3:23])=[O:24])[CH2:16][CH2:17]3)[c:8](=[O:11])[nH:9][c:10]12>>[ClH:25].[F:1][c:2]1[cH:3][cH:4][cH:5][c:6]2[n:7]([CH:12]3[CH2:13][CH2:14][NH:15][CH2:16][CH2:17]3)[c:8](=[O:11])[nH:9][c:10]12. The reactants are CCOc1c(Nc2cccnc2)c(=O)c1=O, NCc1cccc(Oc2ccc(Cl)cc2)c1. The product is O=c1c(NCc2cccc(Oc3ccc(Cl)cc3)c2)c(Nc2cccnc2)c1=O. Reaction SMILES: [CH2:1]([O:2][c:4]1[c:5](=[O:16])[c:6](=[O:15])[c:7]1[NH:8][c:9]1[cH:10][n:11][cH:12][cH:13][cH:14]1)[CH3:3].[Cl:17][c:18]1[cH:19][cH:20][c:21]([O:22][c:23]2[cH:24][c:25]([CH2:26][NH2:27])[cH:28][cH:29][cH:30]2)[cH:31][cH:32]1>>[c:4]1([NH:27][CH2:26][c:25]2[cH:24][c:23]([O:22][c:21]3[cH:20][cH:19][c:18]([Cl:17])[cH:32][cH:31]3)[cH:30][cH:29][cH:28]2)[c:5](=[O:16])[c:6](=[O:15])[c:7]1[NH:8][c:9]1[cH:10][n:11][cH:12][cH:13][cH:14]1. Reactants: [Br-].C(CC)[P+](C1=CC=CC=C1)(C1=CC=CC=C1)C1=CC=CC=C1 (propyltriphenylphosphonium bromide), CC(C)([O-])C.[K+] (potassium-t-butoxide), [NH2-].[Na+] (sodium amide), C(=O)C1=CC=C(C(=O)N2CCC(CC2)N2C(=O)CCC3=CC=CC=C23)C=C1 (1-[1-(4-formylbenzoyl)-4-piperidinyl]-3,4-dihydrocarbostyril). The solvent is O (water), O1CCCC1 (tetrahydrofuran). Reaction conditions: time 3 hour. Yields the product C(=CCC)C1=CC=C(C(=O)N2CCC(CC2)N2C(=O)CCC3=CC=CC=C23)C=C1 (1-{1-[4-(1-butenyl)benzoyl]-4-piperidinyl}-3,4-dihydrocarbostyril). Isolated yield 931.7%. Reaction SMILES: [Br-].[CH2:2]([P+](C1C=CC=CC=1)(C1C=CC=CC=1)C1C=CC=CC=1)[CH2:3][CH3:4].[CH3:24][C:25]([CH3:28])([O-])[CH3:26].[K+].[NH2-].[Na+].C(C1C=[CH:57][C:37]([C:38]([N:40]2[CH2:45][CH2:44][CH:43]([N:46]3[C:56]4[C:51](=[CH:52][CH:53]=[CH:54][CH:55]=4)[CH2:50][CH2:49][C:47]3=[O:48])[CH2:42][CH2:41]2)=[O:39])=[CH:36]C=1)=O>O.O1CCCC1>[CH:24]([C:25]1[CH:28]=[CH:57][C:37]([C:38]([N:40]2[CH2:45][CH2:44][CH:43]([N:46]3[C:56]4[C:51](=[CH:52][CH:53]=[CH:54][CH:55]=4)[CH2:50][CH2:49][C:47]3=[O:48])[CH2:42][CH2:41]2)=[O:39])=[CH:36][CH:26]=1)=[CH:2][CH2:3][CH3:4] |f:0.1,2.3,4.5|. Procedure details: To a mixture of propyltriphenylphosphonium bromide (2.34 g), potassium-t-butoxide (62 mg) and sodium amide powder (0.3 g) is added tetrahydrofuran (110 ml) under argon atmosphere and the mixture is stirred at room temperature for 3 hours. To the resulting yellowish red solution is added 1-[1-(4-formylbenzoyl)-4-piperidinyl]-3,4-dihydrocarbostyril (2 g) gradually under ice cooling and the mixture is stirred under the same conditions for 3 hours. The reaction mixture is poured into water and extra... Starting materials: CO, CCCc1c(OCCCOc2ccc(NC(=O)C(=O)OC)cc2OC)ccc(C(C)=O)c1O, Cl, [Na+], [OH-]. Yields the product CCCc1c(OCCCOc2ccc(NC(=O)C(=O)O)cc2OC)ccc(C(C)=O)c1O. RXN SMILES: [CH3:37][OH:38].[CH3:3][O:4][C:5]([C:6](=[O:7])[NH:8][c:9]1[cH:10][c:11]([O:33][CH3:34])[c:12]([O:15][CH2:16][CH2:17][CH2:18][O:19][c:20]2[c:21]([CH2:30][CH2:31][CH3:32])[c:22]([OH:29])[c:23]([C:26]([CH3:27])=[O:28])[cH:24][cH:25]2)[cH:13][cH:14]1)=[O:35].[ClH:36].[Na+:2].[OH-:1]>>[O:4]=[C:5]([C:6](=[O:7])[NH:8][c:9]1[cH:10][c:11]([O:33][CH3:34])[c:12]([O:15][CH2:16][CH2:17][CH2:18][O:19][c:20]2[c:21]([CH2:30][CH2:31][CH3:32])[c:22]([OH:29])[c:23]([C:26]([CH3:27])=[O:28])[cH:24][cH:25]2)[cH:13][cH:14]1)[OH:35]. Reactants: CCOC(=O)C1(S(=O)(=O)c2ccc(OC)cc2)CCCC1, CO, [Na+], [OH-]. The product is COc1ccc(S(=O)(=O)C2(C(=O)O)CCCC2)cc1. As a reaction SMILES: [CH2:1]([CH3:2])[O:3][C:4](=[O:5])[C:6]1([S:11](=[O:12])(=[O:13])[c:14]2[cH:15][cH:16][c:17]([O:20][CH3:21])[cH:18][cH:19]2)[CH2:7][CH2:8][CH2:9][CH2:10]1.[CH3:22][OH:23].[Na+:25].[OH-:24]>>[O:3]=[C:4]([OH:5])[C:6]1([S:11](=[O:12])(=[O:13])[c:14]2[cH:15][cH:16][c:17]([O:20][CH3:21])[cH:18][cH:19]2)[CH2:7][CH2:8][CH2:9][CH2:10]1. The reactants are CO, CN(C)C(=O)NC(N)=S, CCI, [Na+], [OH-], O. Yields the product CCSC(=N)NC(=O)N(C)C. As a reaction SMILES: [CH3:16][OH:17].[CH3:1][N:2]([C:3](=[O:4])[NH:5][C:6](=[S:7])[NH2:8])[CH3:9].[I:13][CH2:14][CH3:15].[Na+:12].[OH-:11].[OH2:10]>>[CH3:1][N:2]([C:3](=[O:4])[NH:5][C:6]([S:7][CH2:14][CH3:15])=[NH:8])[CH3:9].